Task: describe an organic reaction: reactants, conditions, products, and yield. Dataset: the Open Reaction Database (ORD), a public repository of structured organic reaction records The reactants are CC(C)(C)C(=O)OCC1OC(Oc2nn(CCCOS(C)(=O)=O)c3nccc(CCc4ccc(OC(=O)C(C)(C)C)cc4)c23)C(OC(=O)C(C)(C)C)C(OC(=O)C(C)(C)C)C1OC(=O)C(C)(C)C, CN(C)C=O, [N-]=[N+]=[N-], [Na+], O. Product: CC(C)(C)C(=O)OCC1OC(Oc2nn(CCCN=[N+]=[N-])c3nccc(CCc4ccc(OC(=O)C(C)(C)C)cc4)c23)C(OC(=O)C(C)(C)C)C(OC(=O)C(C)(C)C)C1OC(=O)C(C)(C)C. Reaction SMILES: [CH3:1][S:2]([O:3][CH2:6][CH2:7][CH2:8][n:9]1[n:10][c:11]([O:33][CH:34]2[CH:35]([O:36][C:37]([C:38]([CH3:39])([CH3:40])[CH3:41])=[O:42])[CH:43]([O:44][C:45]([C:46]([CH3:47])([CH3:48])[CH3:49])=[O:50])[CH:51]([O:52][C:53]([C:54]([CH3:55])([CH3:56])[CH3:57])=[O:58])[CH:59]([CH2:61][O:62][C:63]([C:64]([CH3:65])([CH3:66])[CH3:67])=[O:68])[O:60]2)[c:12]2[c:13]1[n:14][cH:15][cH:16][c:17]2[CH2:18][CH2:19][c:20]1[cH:21][cH:22][c:23]([O:26][C:27]([C:28]([CH3:29])([CH3:30])[CH3:31])=[O:32])[cH:24][cH:25]1)(=[O:4])=[O:5].[CH3:74][N:75]([CH3:76])[CH:77]=[O:78].[N-:70]=[N+:71]=[N-:72].[Na+:69].[OH2:73]>>[CH2:6]([CH2:7][CH2:8][n:9]1[n:10][c:11]([O:33][CH:34]2[CH:35]([O:36][C:37]([C:38]([CH3:39])([CH3:40])[CH3:41])=[O:42])[CH:43]([O:44][C:45]([C:46]([CH3:47])([CH3:48])[CH3:49])=[O:50])[CH:51]([O:52][C:53]([C:54]([CH3:55])([CH3:56])[CH3:57])=[O:58])[CH:59]([CH2:61][O:62][C:63]([C:64]([CH3:65])([CH3:66])[CH3:67])=[O:68])[O:60]2)[c:12]2[c:13]1[n:14][cH:15][cH:16][c:17]2[CH2:18][CH2:19][c:20]1[cH:21][cH:22][c:23]([O:26][C:27]([C:28]([CH3:29])([CH3:30])[CH3:31])=[O:32])[cH:24][cH:25]1)[N:70]=[N+:71]=[N-:72].